From a dataset of the Open Reaction Database (ORD), a public repository of structured organic reaction records. describe an organic reaction: reactants, conditions, products, and yield Reactants: C1(CC1)N1C=NC2=C1C(=NC(=C2)C2=CC=C(C=C2)N2CCN(CC2)S(=O)(=O)C)O[C@H](C)[C@@H]2CC(NC2)=O ((R)-4-((R)-1-((3-cyclopropyl-6-(4-(4-(methylsulfonyl)piperazin-1-yl)phenyl)-3H-imidazo[4,5-c]pyridin-4-yl)oxy)ethyl)pyrrolidin-2-one), C1(CC1)N1C=NC2=C1C(=NC(=C2)C2=CC=C(C=C2)N2CCNCC2)O[C@H](C)[C@@H]2CC(NC2)=O ((R)-4-((R)-1-((3-cyclopropyl-6-(4-(piperazin-1-yl)phenyl)-3H-imidazo[4,5-c]pyridin-4-yl)oxy)ethyl)pyrrolidin-2-one), CC(C)S(=O)(=O)Cl (propane-2-sulfonyl chloride). Yields the product C1(CC1)N1C=NC2=C1C(=NC(=C2)C2=CC=C(C=C2)N2CCN(CC2)S(=O)(=O)C(C)C)O[C@H](C)[C@@H]2CC(NC2)=O ((R)-4-((R)-1-((3-cyclopropyl-6-(4-(4-(isopropylsulfonyl)piperazin-1-yl)phenyl)-3H-imidazo[4,5-c]pyridin-4-yl)oxy)ethyl)pyrrolidin-2-one). The yield is 15.0%. Reaction SMILES: C1(N2C3C(O[C@@H]([C@H]4CNC(=O)C4)C)=NC(C4C=CC(N5CCN(S(C)(=O)=O)CC5)=CC=4)=CC=3N=C2)CC1.[CH:38]1([N:41]2[C:45]3[C:46]([O:62][C@@H:63]([C@H:65]4[CH2:69][NH:68][C:67](=[O:70])[CH2:66]4)[CH3:64])=[N:47][C:48]([C:50]4[CH:55]=[CH:54][C:53]([N:56]5[CH2:61][CH2:60][NH:59][CH2:58][CH2:57]5)=[CH:52][CH:51]=4)=[CH:49][C:44]=3[N:43]=[CH:42]2)[CH2:40][CH2:39]1.[CH3:71][CH:72]([S:74](Cl)(=[O:76])=[O:75])[CH3:73]>>[CH:38]1([N:41]2[C:45]3[C:46]([O:62][C@@H:63]([C@H:65]4[CH2:69][NH:68][C:67](=[O:70])[CH2:66]4)[CH3:64])=[N:47][C:48]([C:50]4[CH:55]=[CH:54][C:53]([N:56]5[CH2:61][CH2:60][N:59]([S:74]([CH:72]([CH3:73])[CH3:71])(=[O:76])=[O:75])[CH2:58][CH2:57]5)=[CH:52][CH:51]=4)=[CH:49][C:44]=3[N:43]=[CH:42]2)[CH2:39][CH2:40]1. Procedure details: Following the procedure described for intermediate 3.45, starting from (R)-4-((R)-1-((3-cyclopropyl-6-(4-(piperazin-1-yl)phenyl)-3H-imidazo[4,5-c]pyridin-4-yl)oxy)ethyl)pyrrolidin-2-one (90 mg, 0.2 mmol) and propane-2-sulfonyl chloride (0.02 ml, 0.22 mmol) to provide 16.6 mg of (R)-4-((R)-1-((3-cyclopropyl-6-(4-(4-(isopropylsulfonyl)piperazin-1-yl)phenyl)-3H-imidazo[4,5-c]pyridin-4-yl)oxy)ethyl)pyrrolidin-2-one.